This data is from the Open Reaction Database (ORD), a public repository of structured organic reaction records. The task is: describe an organic reaction: reactants, conditions, products, and yield Starting materials: ClC1=CC=C(C=C1)C (4-chlorotoluene), C1(=CC=CC=C1)B(O)O (phenylboronic acid), [F-].[Cs+] (CsF), O1CCOCC1 (1,4-dioxane). The reagents and catalysts are CC(=O)[O-].CC(=O)[O-].[Pd+2] (Pd(OAc)2), C1(=CC=CC=C1)P(C=1[C-](C=CC1)N(C)C)C1=CC=CC=C1.[CH-]1C=CC=C1.[Fe+2] (2-Diphenylphosphino-dimethylaminoferrocene). Product: CC1=CC=C(C=C1)C1=CC=CC=C1 (4-Methylbiphenyl). Isolated yield 56.0%. RXN SMILES: Cl[C:2]1[CH:7]=[CH:6][C:5]([CH3:8])=[CH:4][CH:3]=1.[C:9]1(B(O)O)[CH:14]=[CH:13]C=[CH:11][CH:10]=1.[F-].[Cs+].O1CCOC[CH2:21]1>CC([O-])=O.CC([O-])=O.[Pd+2].C1(P(C2C=CC=CC=2)C2[C-](N(C)C)C=CC=2)C=CC=CC=1.[CH-]1C=CC=C1.[Fe+2]>[CH3:21][C:2]1[CH:7]=[CH:6][C:5]([C:8]2[CH:13]=[CH:14][CH:9]=[CH:10][CH:11]=2)=[CH:4][CH:3]=1 |f:2.3,5.6.7,8.9.10|. Procedure details: According to General Procedure A, a mixture of 4-chlorotoluene (59 μL, 0.50 mmol), phenylboronic acid (91 mg, 0.75 mmol), CsF (228 mg, 1.50 mmol), Pd(OAc)2 (2 mg, 0.01 mmol) and 12f (8 mg, 0.02 mmol) in 1,4-dioxane (2.5 mL) was heated to reflux, cooled and filtered. Evaporation of the solvent under reduced pressure and column chromatography of the pre-adsorbed crude material (1% Et2O in hexane silica gel) gave 51f (47 mg, 56%) as a colorless solid. 1H NMR (300 MHz, CDCl3) δ 7.59 (d, 2H, J=7.8 Hz... Starting materials: C1CCOC1, COC(=O)c1ccc2c(C3CCCCC3)c3n(c2c1)CC(N(C)CCN)COc1ccccc1-3, O=COCC(F)(F)F. Yields the product CNCCN(C)C1COc2ccccc2-c2c(C3CCCCC3)c3ccc(C(=O)OC)cc3n2C1. RXN SMILES: [CH2:43]1[O:44][CH2:45][CH2:46][CH2:47]1.[CH3:1][O:2][C:3](=[O:4])[c:5]1[cH:6][cH:7][c:8]2[c:9]([CH:29]3[CH2:30][CH2:31][CH2:32][CH2:33][CH2:34]3)[c:10]3[n:11]([c:27]2[cH:28]1)[CH2:12][CH:13]([N:22]([CH3:23])[CH2:24][CH2:25][NH2:26])[CH2:14][O:15][c:16]1[c:17]-3[cH:18][cH:19][cH:20][cH:21]1.[CH:35]([O:36][CH2:37][C:38]([F:39])([F:40])[F:41])=[O:42]>>[CH3:1][O:2][C:3](=[O:4])[c:5]1[cH:6][cH:7][c:8]2[c:9]([CH:29]3[CH2:30][CH2:31][CH2:32][CH2:33][CH2:34]3)[c:10]3[n:11]([c:27]2[cH:28]1)[CH2:12][CH:13]([N:22]([CH3:23])[CH2:24][CH2:25][NH:26][CH3:35])[CH2:14][O:15][c:16]1[c:17]-3[cH:18][cH:19][cH:20][cH:21]1. The reactants are CC=1C=CC(=C(C1)[C@H](CCN(C(C)C)C(C)C)C=2C=CC=CC2)O (tolterodine), C(CNC(=O)C1=CC=CC=C1)(=O)O (hippuric acid). Solvent: CC(=O)C (acetone), CC(=O)C (acetone). The product is CC=1C=CC(=C(C1)[C@H](CCN(C(C)C)C(C)C)C=2C=CC=CC2)O.C(CNC(=O)C1=CC=CC=C1)(=O)[O-] (Tolterodine Hippurate). The yield is 92.3%. Reaction SMILES: [CH3:1][C:2]1[CH:3]=[CH:4][C:5]([OH:24])=[C:6]([C@@H:8]([C:18]2[CH:19]=[CH:20][CH:21]=[CH:22][CH:23]=2)[CH2:9][CH2:10][N:11]([CH:15]([CH3:17])[CH3:16])[CH:12]([CH3:14])[CH3:13])[CH:7]=1.[C:25]([OH:37])(=[O:36])[CH2:26][NH:27][C:28]([C:30]1[CH:35]=[CH:34][CH:33]=[CH:32][CH:31]=1)=[O:29]>CC(C)=O>[CH3:1][C:2]1[CH:3]=[CH:4][C:5]([OH:24])=[C:6]([C@@H:8]([C:18]2[CH:19]=[CH:20][CH:21]=[CH:22][CH:23]=2)[CH2:9][CH2:10][N:11]([CH:12]([CH3:14])[CH3:13])[CH:15]([CH3:16])[CH3:17])[CH:7]=1.[C:25]([O-:37])(=[O:36])[CH2:26][NH:27][C:28]([C:30]1[CH:31]=[CH:32][CH:33]=[CH:34][CH:35]=1)=[O:29] |f:3.4|. Reported procedure: 3.25 g of tolterodine dissolved in 50 mL of acetone was mixed at room temperature (25° C.) with 1.79 g of hippuric acid, which was suspended in 50 mL of acetone, and then stirred. Acetone in the above mixture was removed by nitrogen reflux apparatus, and when about 10 20 mL of acetone was removed there started to appear a solid precipitate. After stirring the mixture at room temperature (25° C.) for 1 hour, the solid precipitate was filtered and then washed with hexane. The resultant was dried a... Reactants: CC=1NC=C(N1)C1=CC=C(C=C1)[N+](=O)[O-] (2-methyl-4-(4-nitro-phenyl)-imidazole). The solvent is CO (MeOH). The product is NC1=CC=C(C=C1)C=1N=C(NC1)C (4-(4-amino-phenyl)-2-methyl-imidazole). Reaction SMILES: [CH3:1][C:2]1[NH:3][CH:4]=[C:5]([C:7]2[CH:12]=[CH:11][C:10]([N+:13]([O-])=O)=[CH:9][CH:8]=2)[N:6]=1>CO>[NH2:13][C:10]1[CH:9]=[CH:8][C:7]([C:5]2[N:6]=[C:2]([CH3:1])[NH:3][CH:4]=2)=[CH:12][CH:11]=1. Procedure: Prepared by hydrogenation of 2-methyl-4-(4-nitro-phenyl)-imidazole in MeOH on palladium/charcoal (10%) at 20° C. and 3.5 bar.